describe an organic reaction: reactants, conditions, products, and yield From a dataset of the Open Reaction Database (ORD), a public repository of structured organic reaction records. Reactants: OC1=C(C(C2(C3=CC=C(C=C13)C1=CC=CC=C1)CCCC2)=O)C(=O)NCC(=O)OC(C)(C)C (1,1-Dimethylethyl N-((4′-hydroxy-2′-oxo-6′-phenyl-spiro[cyclopentane-1,1′-naphthalen]-3′-yl)carbonyl)glycinate). The solvent is C(=O)(C(F)(F)F)O (TFA), CCOCC (ether). Conditions: time 30 minute. Product: OC1=C(C(C2(C3=CC=C(C=C13)C1=CC=CC=C1)CCCC2)=O)C(=O)NCC(=O)O (N-((4′-Hydroxy-2′-oxo-6′-phenyl-spiro[cyclopentane-1,1′-naphthalen]-3′-yl)carbonyl)glycine). The yield is 20.9%. Reaction SMILES: [OH:1][C:2]1[C:11]2[C:6](=[CH:7][CH:8]=[C:9]([C:12]3[CH:17]=[CH:16][CH:15]=[CH:14][CH:13]=3)[CH:10]=2)[C:5]2([CH2:21][CH2:20][CH2:19][CH2:18]2)[C:4](=[O:22])[C:3]=1[C:23]([NH:25][CH2:26][C:27]([O:29]C(C)(C)C)=[O:28])=[O:24]>C(O)(C(F)(F)F)=O.CCOCC>[OH:1][C:2]1[C:11]2[C:6](=[CH:7][CH:8]=[C:9]([C:12]3[CH:13]=[CH:14][CH:15]=[CH:16][CH:17]=3)[CH:10]=2)[C:5]2([CH2:21][CH2:20][CH2:19][CH2:18]2)[C:4](=[O:22])[C:3]=1[C:23]([NH:25][CH2:26][C:27]([OH:29])=[O:28])=[O:24]. Procedure: 1,1-Dimethylethyl N-((4′-hydroxy-2′-oxo-6′-phenyl-spiro[cyclopentane-1,1′-naphthalen]-3′-yl)carbonyl)glycinate (115 mg, 257 μmol) was dissolved in TFA (2 mL) at ambient temperature. The reaction was stirred for 30 minutes and was then concentrated to give an oil, dissolved in ether, concentrated again to give an amorphous solid, precipitated with ether, filtered, washed with ether, and dried in a vacuum oven to give the title compound (21 mg) as a white solid. MS (m/z)=392 (M+H)+. Calculated for... Reactants: COC(=O)C12CC3CC(CC(C1)C3)C2 (Methyl-1-adamantanecarboxylate), CCOCC (ether), CCOCC (ether), [H-].[Al+3].[Li+].[H-].[H-].[H-] (lithium aluminum hydride). Run in O (water). Reaction conditions: time 2 hour. Yields the product OCC12CC3CC(CC(C1)C3)C2 (1-Hydroxymethyladamantane). As a reaction SMILES: C[O:2][C:3]([C:5]12[CH2:14][CH:9]3[CH2:10][CH:11]([CH2:13][CH:7]([CH2:8]3)[CH2:6]1)[CH2:12]2)=O.CCOCC.[H-].[Al+3].[Li+].[H-].[H-].[H-]>O>[OH:2][CH2:3][C:5]12[CH2:14][CH:9]3[CH2:8][CH:7]([CH2:13][CH:11]([CH2:10]3)[CH2:12]1)[CH2:6]2 |f:2.3.4.5.6.7|. Reported procedure: Methyl-1-adamantanecarboxylate (104 gm.) dissolved in 465 ml. anhydrous ether was added over a 2 hour period to 37.5 gm. lithium aluminum hydride in 753 ml. anhydrous ether. The mixture was stirred an additional 2 hours, cooled and water added gradually. The ether was separated. The water was extracted twice with ether and the combined ether layers dried and concentrated. The residual solid was dissolved in methanol and water was added to precipitate the product which was filtered and dried over... The reactants are C(C)(=O)O (acetic acid), [N+](=O)([O-])C1=CC=C(C=C1)CCCC(=O)N1CSCC1 (N-[4-(4-nitrophenyl)butanoyl]thiazolidine). Reagents/catalysts: [Zn] (zinc). The solvent is O (water). Product: colorless crystals, NC1=CC=C(C=C1)CCCC(=O)N1CSCC1 (N-[4-(4-aminophenyl)butanoyl]thiazolidine). Yield: 67.0%. Reaction SMILES: C(O)(=O)C.[N+:5]([C:8]1[CH:13]=[CH:12][C:11]([CH2:14][CH2:15][CH2:16][C:17]([N:19]2[CH2:23][CH2:22][S:21][CH2:20]2)=[O:18])=[CH:10][CH:9]=1)([O-])=O>[Zn].O>[NH2:5][C:8]1[CH:9]=[CH:10][C:11]([CH2:14][CH2:15][CH2:16][C:17]([N:19]2[CH2:23][CH2:22][S:21][CH2:20]2)=[O:18])=[CH:12][CH:13]=1. Reported procedure: To a mixture of 9 ml of acetic acid, 6 ml of water, and 1.0 g of zinc powder was gradually added 2 mmol of N-[4-(4-nitrophenyl)butanoyl]thiazolidine at room temperature in small portions with stirring. After the addition, the mixture was stirred for 2 hours at the same temperature to complete the reaction. Zinc powder was removed by filtration. The filtrate was weakly alkalinized with 10% sodium hydroxide and extracted with ethyl acetate. The organic layer was dried over anhydrous sodium sulfate... Starting materials: CCCCCC (hexane), [OH-].[Na+] (sodium hydroxide), ClC=1SC(=C(N1)C(F)(F)F)CO (2-chloro-4-(trifluoromethyl)-5-thiazolemethanol), C(C1=CC=CC=C1)Br (benzyl bromide). The reagents and catalysts are CCCCCCCC[N+](C)(CCCCCCCC)CCCCCCCC.[Cl-] (Aliquat 336). The solvent is O (water). The product is ClC=1SC(=C(N1)C(F)(F)F)COCC1=CC=CC=C1 (2-chloro-4-(trifluoromethyl)-5-[(benzyloxy)-methyl]-thiazole). Isolated yield 81.2%. RXN SMILES: [Cl:1][C:2]1[S:3][C:4]([CH2:11][OH:12])=[C:5]([C:7]([F:10])([F:9])[F:8])[N:6]=1.[CH2:13](Br)[C:14]1[CH:19]=[CH:18][CH:17]=[CH:16][CH:15]=1.CCCCCC.[OH-].[Na+]>CCCCCCCC[N+](CCCCCCCC)(CCCCCCCC)C.[Cl-].O>[Cl:1][C:2]1[S:3][C:4]([CH2:11][O:12][CH2:13][C:14]2[CH:19]=[CH:18][CH:17]=[CH:16][CH:15]=2)=[C:5]([C:7]([F:8])([F:9])[F:10])[N:6]=1 |f:3.4,5.6|. Procedure: A mixture of 4.34 g (0.02 mol) of the compound of Example 4, 14.1 g (0.0825 mol) of benzyl bromide, 0.1 g of Aliquat 336 (tradename of phase transfer catalyst available from the General Mills Co.) 25 ml of hexane, 15 ml of 50% sodium hydroxide, and 15 ml of water was held at reflux for 30 minutes. The hexane layer was separated, dried over MgSO4 and concentrated under reduced pressure. The residue (6.8 g) was Kugelrohr distilled at 2 mm (pot temperature 120°-130° C.) to give 5.0 g (81% yield) of... The reactants are CS(=O)(=O)NC1=CC=CC=C1.C(C)(=O)C1=CC(=C(NS(=O)(=O)C)C=C1)SC1=C(C=C(C=C1)F)F (4'-acetyl-2'-(2,4-difluorophenylthio)methanesulfonanilide methanesulfonanilide), Cl.NNC(=O)N (semicarbazide hydrochloride), N1=CC=CC=C1 (pyridine). The solvent is C(C)O (ethanol). Product: FC1=C(C=CC(=C1)F)SC=1C=C(C=CC1NS(=O)(=O)C)C(C)=NNC(=O)N (3'-(2,4-difluorophenylthio)-4'-methanesulfonamidoacetophenone semicarbazone). Isolated yield 101.2%. As a reaction SMILES: CS(NC1C=CC=CC=1)(=O)=O.[C:12]([C:15]1[CH:25]=[CH:24][C:18]([NH:19][S:20]([CH3:23])(=[O:22])=[O:21])=[C:17]([S:26][C:27]2[CH:32]=[CH:31][C:30]([F:33])=[CH:29][C:28]=2[F:34])[CH:16]=1)(=O)[CH3:13].Cl.[NH2:36][NH:37][C:38]([NH2:40])=[O:39].N1C=CC=CC=1>C(O)C>[F:34][C:28]1[CH:29]=[C:30]([F:33])[CH:31]=[CH:32][C:27]=1[S:26][C:17]1[CH:16]=[C:15]([C:12](=[N:36][NH:37][C:38]([NH2:40])=[O:39])[CH3:13])[CH:25]=[CH:24][C:18]=1[NH:19][S:20]([CH3:23])(=[O:22])=[O:21] |f:0.1,2.3|. Procedure: A mixture of 4'-acetyl-2'-(2,4-difluorophenylthio)methanesulfonanilide methanesulfonanilide (1.16 g), semicarbazide hydrochloride (0.4 g), and pyridine (0.29 ml) in ethanol (15 ml) was stirred and refluxed for 2 hours. The mixture was concentrated under reduced pressure. The residue was triturated with water, filtered, washed with water, and recrystallized from methanol to give a powder of 3'-(2,4-difluorophenylthio)-4'-methanesulfonamidoacetophenone semicarbazone (0.92 g). The reactants are BrC1=NC=CC=N1 (2-bromopyrimidine), Cl.NC=1C=C(C=NC1)B(O)O ((5-aminopyridin-3-yl)boronic acid hydrochloride), C(=O)([O-])[O-].[K+].[K+] (K2CO3). Reagents/catalysts: Cl[Pd]([P](C1=CC=CC=C1)(C2=CC=CC=C2)C3=CC=CC=C3)([P](C4=CC=CC=C4)(C5=CC=CC=C5)C6=CC=CC=C6)Cl (Pd(Ph3P)2Cl2). Solvent: O1CCOCC1 (dioxane), O (water). Reaction conditions: temperature 95 celsius, time 8 hour. Yields the product N1=C(N=CC=C1)C=1C=C(C=NC1)N (5-(pyrimidin-2-yl)pyridin-3-amine). The yield is 29.0%. RXN SMILES: Br[C:2]1[N:7]=[CH:6][CH:5]=[CH:4][N:3]=1.Cl.[NH2:9][C:10]1[CH:11]=[C:12](B(O)O)[CH:13]=[N:14][CH:15]=1.C([O-])([O-])=O.[K+].[K+]>O1CCOCC1.O.Cl[Pd](Cl)([P](C1C=CC=CC=1)(C1C=CC=CC=1)C1C=CC=CC=1)[P](C1C=CC=CC=1)(C1C=CC=CC=1)C1C=CC=CC=1>[N:3]1[CH:4]=[CH:5][CH:6]=[N:7][C:2]=1[C:12]1[CH:11]=[C:10]([NH2:9])[CH:15]=[N:14][CH:13]=1 |f:1.2,3.4.5,^1:34,53|. Procedure details: The mixture of 2-bromopyrimidine (0.76 g, 4.80 mmol), (5-aminopyridin-3-yl)boronic acid hydrochloride (1.00 g, 5.75 mmol), Pd(Ph3P)2Cl2 (0.73 g, 0.96 mmol) and K2CO3 (2.78 g, 20.2 mmol) in dioxane (40 mL) and water (10 mL) was degassed with argon stream. It was stirred at 95° C. in argon atmosphere for overnight. The mixture was concentrated in vacuo to dryness. The solid was triturated with dioxane and EtOAc. The organic solutions were combined, filtered, concentrated and subjected to flash col...